From a dataset of the Open Reaction Database (ORD), a public repository of structured organic reaction records. describe an organic reaction: reactants, conditions, products, and yield Reactants: [H-].[Na+] (Sodium hydride), C(CC#C)O (but-3-yn-1-ol), BrCCC(=O)OCC (ethyl 3-bromopropionate). Run in C1(=CC=CC=C1)C (toluene). The product is C(CC#C)OCCC(=O)OCC (Ethyl 3-(but-3-ynyloxy)propionate). Isolated yield 90.9%. As a reaction SMILES: [H-].[Na+].[CH2:3]([OH:7])[CH2:4][C:5]#[CH:6].Br[CH2:9][CH2:10][C:11]([O:13][CH2:14][CH3:15])=[O:12]>C1(C)C=CC=CC=1>[CH2:3]([O:7][CH2:9][CH2:10][C:11]([O:13][CH2:14][CH3:15])=[O:12])[CH2:4][C:5]#[CH:6] |f:0.1|. Procedure: Sodium hydride (4.6 g of 60% dispersion in mineral oil) was added to a stirred solution of but-3-yn-1-ol (16.2 g, 0.23 mol, Lancaster) in dry toluene (200 ml). After stirring for 2 hours at 25° C. a solution of ethyl 3-bromopropionate (20.8 g, 0.115 mol, Lancaster) was added. The reaction mixture was stirred and refluxed for 7 hours. Ethyl 3-(but-3-ynyloxy)propionate (17.8 g) was obtained by quenching the cooled reaction mixture in water, extracting with ether, washing with brine, drying over an... The reactants are FC=1C=C(C[C@@H]2NC(O[C@@H]2[C@@H]2NCC3=CC=CC=C3C2)=O)C=C(C1)F ((4S,5R)-4-(3,5-difluorobenzyl)-5-((R)-1,2,3,4-tetrahydroisoquinolin-3-yl)oxazolidin-2-one), COC1=CC=C(C=O)C=C1 (4-methoxybenzaldehyde), C(C)(=O)OCC (Ethyl acetate), [BH-](OC(=O)C)(OC(=O)C)OC(=O)C.[Na+] (NaBH(OAc)3). Reagents/catalysts: C(C)(=O)O (acetic acid). The solvent is C1CCOC1 (THF). Run at time 8 hour. Yields the product FC=1C=C(C[C@@H]2NC(O[C@@H]2[C@@H]2N(CC3=CC=CC=C3C2)CC2=CC=C(C=C2)OC)=O)C=C(C1)F ((4S,5S)-4-(3,5-difluorobenzyl)-5-((R)-2-(4-methoxybenzyl)-1,2,3,4-tetrahydroisoquinolin-3-yl)oxazolidin-2-one). The yield is 97.2%. RXN SMILES: [F:1][C:2]1[CH:3]=[C:4]([CH:22]=[C:23]([F:25])[CH:24]=1)[CH2:5][C@H:6]1[C@@H:10]([C@H:11]2[CH2:20][C:19]3[C:14](=[CH:15][CH:16]=[CH:17][CH:18]=3)[CH2:13][NH:12]2)[O:9][C:8](=[O:21])[NH:7]1.[CH3:26][O:27][C:28]1[CH:35]=[CH:34][C:31]([CH:32]=O)=[CH:30][CH:29]=1.[BH-](OC(C)=O)(OC(C)=O)OC(C)=O.[Na+].C(OCC)(=O)C>C1COCC1.C(O)(=O)C>[F:1][C:2]1[CH:3]=[C:4]([CH:22]=[C:23]([F:25])[CH:24]=1)[CH2:5][C@H:6]1[C@@H:10]([C@H:11]2[CH2:20][C:19]3[C:14](=[CH:15][CH:16]=[CH:17][CH:18]=3)[CH2:13][N:12]2[CH2:32][C:31]2[CH:34]=[CH:35][C:28]([O:27][CH3:26])=[CH:29][CH:30]=2)[O:9][C:8](=[O:21])[NH:7]1 |f:2.3|. Reported procedure: To a solution of (4S,5R)-4-(3,5-difluorobenzyl)-5-((R)-1,2,3,4-tetrahydroisoquinolin-3-yl)oxazolidin-2-one (Step A(7), 320 mg, 0.93 mmol) in THF (20 mL) was added 4-methoxybenzaldehyde (253 mg, 1.86 mmol) and acetic acid (2 drops). This mixture was stirred at rt overnight. NaBH(OAc)3 (588 mg, 2.78 mmol) was added and the reaction mixture was stirred at rt for 2 days. Ethyl acetate (300 mL) was added and the mixture was washed with aqueous sodium carbonate, H2O, dried (Na2SO4), and concentrated i... Reactants: NC1=C(C=C(C=C1)F)C(=O)C1=CC=CC=C1 ((2-amino-5-fluorophenyl)(phenyl)methanone), C(=O)(N1C=NC=C1)N1C=NC=C1 (carbonyldiimidazole). Run in C(Cl)Cl (CH2Cl2). Conditions: temperature 45 celsius, time 16 hour. The product is C(C1=CC=CC=C1)(=O)C1=C(C=CC(=C1)F)NC(=O)N1C=NC=C1 (N-(2-benzoyl-4-fluorophenyl)-1H-imidazole-1-carboxamide). As a reaction SMILES: [NH2:1][C:2]1[CH:7]=[CH:6][C:5]([F:8])=[CH:4][C:3]=1[C:9]([C:11]1[CH:16]=[CH:15][CH:14]=[CH:13][CH:12]=1)=[O:10].[C:17](N1C=CN=C1)([N:19]1[CH:23]=[CH:22][N:21]=[CH:20]1)=[O:18]>C(Cl)Cl>[C:9]([C:3]1[CH:4]=[C:5]([F:8])[CH:6]=[CH:7][C:2]=1[NH:1][C:17]([N:19]1[CH:23]=[CH:22][N:21]=[CH:20]1)=[O:18])(=[O:10])[C:11]1[CH:12]=[CH:13][CH:14]=[CH:15][CH:16]=1. Procedure: To a solution of (2-amino-5-fluorophenyl)(phenyl)methanone (6.60 g, 30.67 mmol) in CH2Cl2 (60 mL) was added carbonyldiimidazole (6.96 g, 42.93 mmol). The reaction was heated to 45° C. After 16 h at 45° C., the reaction was cooled to ambient temperature and the precipitate isolated by vacuum filtration and washed with fresh CH2Cl2 to give N-(2-benzoyl-4-fluorophenyl)-1H-imidazole-1-carboxamide as a white solid. 1H NMR (CDCl3, 400 MHz) 8.91 (s, NH); 7.47 (m, 3H, ArH); 7.25 (m, 1H, ArH); 7.18 (m, 4... Starting materials: COC(=O)C1C(C(CC1)N=[N+]=[N-])C1=CC=C(C=C1)F ((1RS,2RS,3RS)-2-(4-fluorophenyl)-3-azidocyclopentanecarboxylic acid methyl ester), COC1=C(C=O)C=C(C=C1)C=1C=NC=NC1 (2-methoxy-5-(pyrimidin-5-yl)benzaldehyde). The product is COC(=O)C1C(C(CC1)NCC1=C(C=CC(=C1)C=1C=NC=NC1)OC)C1=CC=C(C=C1)F ((1RS,2RS,3RS)-2-(4-Fluorophenyl)-3-((2-methoxy-5-(pyrimidin-5-yl)phenyl)methylamino)cyclopentane carboxylic acid methyl ester). RXN SMILES: [CH3:1][O:2][C:3]([CH:5]1[CH2:9][CH2:8][CH:7]([N:10]=[N+]=[N-])[CH:6]1[C:13]1[CH:18]=[CH:17][C:16]([F:19])=[CH:15][CH:14]=1)=[O:4].[CH3:20][O:21][C:22]1[CH:29]=[CH:28][C:27]([C:30]2[CH:31]=[N:32][CH:33]=[N:34][CH:35]=2)=[CH:26][C:23]=1[CH:24]=O>>[CH3:1][O:2][C:3]([CH:5]1[CH2:9][CH2:8][CH:7]([NH:10][CH2:24][C:23]2[CH:26]=[C:27]([C:30]3[CH:35]=[N:34][CH:33]=[N:32][CH:31]=3)[CH:28]=[CH:29][C:22]=2[O:21][CH3:20])[CH:6]1[C:13]1[CH:18]=[CH:17][C:16]([F:19])=[CH:15][CH:14]=1)=[O:4]. Procedure: The title compound was prepared by employing the method described in Example 91, Step D with (1RS,2RS,3RS)-2-(4-fluorophenyl)-3-azidocyclopentanecarboxylic acid methyl ester (from Ex. 89, Step A) and the known 2-methoxy-5-(pyrimidin-5-yl)benzaldehyde (P. J. Ward, et al., J. Med. Chem. 1995, 38, 4985-92). 1H NMR (400 MHz, CD3OD): δ 9.07 (s, 1H), 8.99 (s, 2H), 7.61 (dd, 1H, J=9,2 Hz), 7.45 (d, 1H, J=2 Hz), 7.22 (dd, 2H, J=9,5 Hz), 7.07 (t, 2H, J=9 Hz), 7.02 (d, 1H, J=9 Hz), 3.76 (d, 1H, J=13 Hz), ... Reactants: CCCCCCCCCCCCC[N+](C)(C)CC=1C=CC=CC1.[Cl-] (benzalkonium chloride), C([C@@H](O)C)(=O)[O-].[Na+] (sodium L-lactate), OP(=O)(O)[O-].[K+] (KH2PO4), C(C(C)C)(=O)O (isobutyric acid), [OH-].[Na+] (NaOH), GS115-MSP10. Solvent: aqueous solution. Run at temperature 5 celsius, time 5 hour. Yields the product C(C(=O)C)(=O)[O-] (pyruvate), C(C)(=O)[O-] (acetate). As a reaction SMILES: [C:1]([O-:6])(=[O:5])[C@H:2]([CH3:4])[OH:3].[Na+].OP([O-])(O)=O.[K+].[C:14]([OH:19])(=[O:18])[CH:15](C)C.[OH-].[Na+].CCCCCCCCCCCCC[N+](CC1C=CC=CC=1)(C)C.[Cl-]>>[C:1]([O-:6])(=[O:5])[C:2]([CH3:4])=[O:3].[C:14]([O-:19])(=[O:18])[CH3:15] |f:0.1,2.3,5.6,7.8|. Reported procedure: Into a 3 oz. Fischer-Porter glass aerosol reaction vessel was placed a magnetic stirring bar and 10 mL of an aqueous solution containing sodium L-lactate (0.500M), KH2PO4 (0.50M), and isobutyric acid (HPLC internal standard, 0.100M) at pH 9.0 (adjusted with 50% NaOH), and the solution cooled to 5° C. To the vessel was then added 0.75 g (wet weight) of Pichia pastoris transformant GS115-MSP10 (6.52 IU/mL glycolate oxidase and 10,100 IU/mL catalase) which had been permeabilized by treatment with 0... Starting materials: CCCCCCCN, C1CCOC1, O=C(O)c1ccc2c(c1)nc(COc1ccccc1)n2Cc1ccc(OC(F)(F)F)cc1. The product is CCCCCCCNC(=O)c1ccc2c(c1)nc(COc1ccccc1)n2Cc1ccc(OC(F)(F)F)cc1. Reaction SMILES: [CH2:33]([CH2:34][CH2:35][CH2:36][CH2:37][CH2:38][CH3:39])[NH2:40].[CH2:41]1[O:42][CH2:43][CH2:44][CH2:45]1.[O:1]([c:2]1[cH:3][cH:4][cH:5][cH:6][cH:7]1)[CH2:8][c:9]1[n:10][c:11]2[c:12]([n:13]1[CH2:14][c:15]1[cH:16][cH:17][c:18]([O:21][C:22]([F:23])([F:24])[F:25])[cH:19][cH:20]1)[cH:26][cH:27][c:28]([C:30](=[O:31])[OH:32])[cH:29]2>>[O:1]([c:2]1[cH:3][cH:4][cH:5][cH:6][cH:7]1)[CH2:8][c:9]1[n:10][c:11]2[c:12]([n:13]1[CH2:14][c:15]1[cH:16][cH:17][c:18]([O:21][C:22]([F:23])([F:24])[F:25])[cH:19][cH:20]1)[cH:26][cH:27][c:28]([C:30](=[O:32])[NH:40][CH2:33][CH2:34][CH2:35][CH2:36][CH2:37][CH2:38][CH3:39])[cH:29]2. Starting materials: CCOC(=O)c1cc(Br)cc(C)n1, CCCCCC, C[Al](C)C, Cc1csc(N)n1, C1COCCO1. Yields the product Cc1cc(Br)cc(C(=O)Nc2nc(C)cs2)n1. RXN SMILES: [CH2:12]([O:14][C:15](=[O:13])[c:17]1[n:18][c:19]([CH3:24])[cH:20][c:21]([Br:23])[cH:22]1)[CH3:16].[CH3:31][CH2:32][CH2:33][CH2:34][CH2:35][CH3:36].[CH3:8][Al:9]([CH3:10])[CH3:11].[NH2:1][c:2]1[s:3][cH:4][c:5]([CH3:7])[n:6]1.[O:25]1[CH2:26][CH2:27][O:28][CH2:29][CH2:30]1>>[NH:1]([c:2]1[s:3][cH:4][c:5]([CH3:7])[n:6]1)[C:15](=[O:14])[c:17]1[n:18][c:19]([CH3:24])[cH:20][c:21]([Br:23])[cH:22]1. The reactants are NC=1C=NC=CC1[C@@H]1CC(C[C@@H](C1)N1C(C2=CC=CC=C2C1=O)=O)(C)C (2-((1R,5R)-5-(3-aminopyridin-4-yl)-3,3-dimethylcyclohexyl)isoindoline-1,3-dione), BrC1=C(C=CC(=N1)C(=O)O)F (6-bromo-5-fluoropicolinic acid). Solvent: CCOC(=O)C (EtOAc). Yields the product BrC1=C(C=CC(=N1)C(=O)NC=1C=NC=CC1[C@@H]1CC(C[C@@H](C1)N1C(C2=CC=CC=C2C1=O)=O)(C)C)F (6-bromo-N-(4-((1R,5R)-5-(1,3-dioxoisoindolin-2-yl)-3,3-dimethylcyclohexyl)pyridin-3-yl)-5-fluoropicolinamide). As a reaction SMILES: [NH2:1][C:2]1[CH:3]=[N:4][CH:5]=[CH:6][C:7]=1[C@H:8]1[CH2:13][C@@H:12]([N:14]2[C:22](=[O:23])[C:21]3[C:16](=[CH:17][CH:18]=[CH:19][CH:20]=3)[C:15]2=[O:24])[CH2:11][C:10]([CH3:26])([CH3:25])[CH2:9]1.[Br:27][C:28]1[N:33]=[C:32]([C:34](O)=[O:35])[CH:31]=[CH:30][C:29]=1[F:37]>CCOC(C)=O>[Br:27][C:28]1[N:33]=[C:32]([C:34]([NH:1][C:2]2[CH:3]=[N:4][CH:5]=[CH:6][C:7]=2[C@H:8]2[CH2:13][C@@H:12]([N:14]3[C:15](=[O:24])[C:16]4[C:21](=[CH:20][CH:19]=[CH:18][CH:17]=4)[C:22]3=[O:23])[CH2:11][C:10]([CH3:26])([CH3:25])[CH2:9]2)=[O:35])[CH:31]=[CH:30][C:29]=1[F:37]. Reported procedure: Following Method 9, 2-((1R,5R)-5-(3-aminopyridin-4-yl)-3,3-dimethylcyclohexyl)isoindoline-1,3-dione and 6-bromo-5-fluoropicolinic acid were coupled and following addition of EtOAc and washing with H2O, NaCl(sat.) and drying over MgSO4, 6-bromo-N-(4-((1R,5R)-5-(1,3-dioxoisoindolin-2-yl)-3,3-dimethylcyclohexyl)pyridin-3-yl)-5-fluoropicolinamide was obtained. LCMS (m/z): 551/553 (MH+), Rt=0.95 min.